Dataset: the Open Reaction Database (ORD), a public repository of structured organic reaction records. Task: describe an organic reaction: reactants, conditions, products, and yield Reactants: CN(CCCNC(=O)C1=CN(C2=CC(=CC=C2C1=O)C#CC1=C(C(=CC(=C1)CC=1C(=NC(=NC1)N)N)OC)OC)CC)C (1-ethyl-7-[5-(2,4-diamino-pyrimidin-5-ylmethyl)-2,3-dimethoxy-phenylethynyl]-4-oxo-1,4-dihydro-quinoline-3-carboxylic acid (3-dimethylamino-propyl)-amide), CS(=O)(=O)O (methanesulphonic acid). The solvent is O (water). The product is CS(=O)(=O)O.CS(=O)(=O)O.CN(CCCNC(=O)C1=CN(C2=CC(=CC=C2C1=O)C#CC1=C(C(=CC(=C1)CC=1C(=NC(=NC1)N)N)OC)OC)CC)C (1-ethyl-7-[5-(2,4-diamino-pyrimidin-5-yl-methyl)-2,3-dimethoxy-phenylethynyl]-4-oxo-1,4-dihydro-quinoline-3-carboxylic acid (3-dimethylamino-propyl)-amide dimethanesulphonate). The yield is 99.0%. RXN SMILES: [CH3:1][N:2]([CH3:43])[CH2:3][CH2:4][CH2:5][NH:6][C:7]([C:9]1[C:18](=[O:19])[C:17]2[C:12](=[CH:13][C:14]([C:20]#[C:21][C:22]3[CH:27]=[C:26]([CH2:28][C:29]4[C:30]([NH2:36])=[N:31][C:32]([NH2:35])=[N:33][CH:34]=4)[CH:25]=[C:24]([O:37][CH3:38])[C:23]=3[O:39][CH3:40])=[CH:15][CH:16]=2)[N:11]([CH2:41][CH3:42])[CH:10]=1)=[O:8].[CH3:44][S:45]([OH:48])(=[O:47])=[O:46]>O>[CH3:44][S:45]([OH:48])(=[O:47])=[O:46].[CH3:44][S:45]([OH:48])(=[O:47])=[O:46].[CH3:43][N:2]([CH3:1])[CH2:3][CH2:4][CH2:5][NH:6][C:7]([C:9]1[C:18](=[O:19])[C:17]2[C:12](=[CH:13][C:14]([C:20]#[C:21][C:22]3[CH:27]=[C:26]([CH2:28][C:29]4[C:30]([NH2:36])=[N:31][C:32]([NH2:35])=[N:33][CH:34]=4)[CH:25]=[C:24]([O:37][CH3:38])[C:23]=3[O:39][CH3:40])=[CH:15][CH:16]=2)[N:11]([CH2:41][CH3:42])[CH:10]=1)=[O:8] |f:3.4.5|. Procedure: A suspension of 0.2 g of 1-ethyl-7-[5-(2,4-diamino-pyrimidin-5-ylmethyl)-2,3-dimethoxy-phenylethynyl]-4-oxo-1,4-dihydro-quinoline-3-carboxylic acid (3-dimethylamino-propyl)-amide (Example 12z)) in 50 ml-of water is treated with a 0.1N aqueous methanesulphonic acid solution, with a slightly turbid solution being obtained. This solution is filtered and the filtrate is lyophilized. 1-ethyl-7-[5-(2,4-diamino-pyrimidin-5-yl-methyl)-2,3-dimethoxy-phenylethynyl]-4-oxo-1,4-dihydro-quinoline-3-carboxylic...